describe an organic reaction: reactants, conditions, products, and yield From a dataset of the Open Reaction Database (ORD), a public repository of structured organic reaction records. The reactants are BrC=1C=C2C(=C(C=NC2=CC1)C(C)=O)N1CCC(CC1)CN1CCCC1 (1-{6-bromo-4-[4-(pyrrolidin-1-ylmethyl)piperidin-1-yl]quinolin-3-yl}ethanone), ClC1=C(C(=CC(=C1)B1OC(C(O1)(C)C)(C)C)OC)O (2-chloro-6-methoxy-4-(4,4,5,5-tetramethyl-1,3,2-dioxaborolan-2-yl)phenol). Product: ClC=1C=C(C=C(C1O)OC)C=1C=C2C(=C(C=NC2=CC1)C(C)=O)N1CCC(CC1)CN1CCCC1 (1-{6-(3-Chloro-4-hydroxy-5-methoxyphenyl)-4-[4-(pyrrolidin-1-ylmethyl)piperidin-1-yl]quinolin-3-yl}ethanone). The yield is 71.4%. As a reaction SMILES: Br[C:2]1[CH:3]=[C:4]2[C:9](=[CH:10][CH:11]=1)[N:8]=[CH:7][C:6]([C:12](=[O:14])[CH3:13])=[C:5]2[N:15]1[CH2:20][CH2:19][CH:18]([CH2:21][N:22]2[CH2:26][CH2:25][CH2:24][CH2:23]2)[CH2:17][CH2:16]1.[Cl:27][C:28]1[CH:33]=[C:32](B2OC(C)(C)C(C)(C)O2)[CH:31]=[C:30]([O:43][CH3:44])[C:29]=1[OH:45]>>[Cl:27][C:28]1[CH:33]=[C:32]([C:2]2[CH:3]=[C:4]3[C:9](=[CH:10][CH:11]=2)[N:8]=[CH:7][C:6]([C:12](=[O:14])[CH3:13])=[C:5]3[N:15]2[CH2:16][CH2:17][CH:18]([CH2:21][N:22]3[CH2:26][CH2:25][CH2:24][CH2:23]3)[CH2:19][CH2:20]2)[CH:31]=[C:30]([O:43][CH3:44])[C:29]=1[OH:45]. Procedure details: Following general procedure D, 1-{6-bromo-4-[4-(pyrrolidin-1-ylmethyl)piperidin-1-yl]quinolin-3-yl}ethanone (30 mg, 0.072 mmol) was reacted with 2-chloro-6-methoxy-4-(4,4,5,5-tetramethyl-1,3,2-dioxaborolan-2-yl)phenol (43 mg, 0.150 mmol) to afford the desired product (25.4 mg, 71%) as a yellow brown solid: 1H NMR (500 MHz, CD3OD) δ 8.80 (s, 1H), 8.29 (s, 1H), 8.03 (s, 2H), 7.30 (d, J=2.1 Hz, 1H), 7.24 (d, J=2.0 Hz, 1H), 3.99 (s, 3H), 3.49 (d, J=12.9 Hz, 2H), 3.24-3.12 (m, 6H), 3.02 (d, J=5.5 Hz,... Reactants: C1COCCN1, CCOCC, O=C=NC1CCCc2sccc21. Product: O=C(NC1CCCc2sccc21)N1CCOCC1. As a reaction SMILES: [CH2:13]1[CH2:14][O:15][CH2:16][CH2:17][NH:18]1.[CH3:19][CH2:20][O:21][CH2:22][CH3:23].[s:1]1[c:2]2[c:3]([cH:4][cH:5]1)[CH:6]([N:10]=[C:11]=[O:12])[CH2:7][CH2:8][CH2:9]2>>[s:1]1[c:2]2[c:3]([cH:4][cH:5]1)[CH:6]([NH:10][C:11](=[O:12])[N:18]1[CH2:13][CH2:14][O:15][CH2:16][CH2:17]1)[CH2:7][CH2:8][CH2:9]2. The reactants are CCOC(=O)CN(N)C(=O)Nc1ccccc1C(=O)C1CCCCC1, O=C(O)C(F)(F)F. The product is CCOC(=O)CN1N=C(C2CCCCC2)c2ccccc2NC1=O. Reaction SMILES: [CH2:1]([CH3:2])[O:3][C:4]([CH2:5][N:6]([NH2:7])[C:8](=[O:9])[NH:10][c:11]1[c:12]([C:17](=[O:18])[CH:19]2[CH2:20][CH2:21][CH2:22][CH2:23][CH2:24]2)[cH:13][cH:14][cH:15][cH:16]1)=[O:25].[F:26][C:27]([F:28])([F:29])[C:30]([OH:31])=[O:32]>>[CH2:1]([CH3:2])[O:3][C:4]([CH2:5][N:6]1[N:7]=[C:17]([CH:19]2[CH2:20][CH2:21][CH2:22][CH2:23][CH2:24]2)[c:12]2[c:11]([cH:16][cH:15][cH:14][cH:13]2)[NH:10][C:8]1=[O:9])=[O:25]. Reactants: CCOC(=O)CBr, O=C(NCC12CC3CC(CC(C3)C1)C2)c1cccn2nc(CO)cc12, C1CCOC1, CN(C)C=O. Yields the product CCOC(=O)COCc1cc2c(C(=O)NCC34CC5CC(CC(C5)C3)C4)cccn2n1. As a reaction SMILES: [Br:31][CH2:32][C:33](=[O:34])[O:35][CH2:36][CH3:37].[C:1]12([CH2:11][NH:12][C:13](=[O:14])[c:15]3[c:16]4[n:17]([cH:18][cH:19][cH:20]3)[n:21][c:22]([CH2:24][OH:25])[cH:23]4)[CH2:2][CH:3]3[CH2:4][CH:5]([CH2:6][CH:7]([CH2:8]1)[CH2:9]3)[CH2:10]2.[CH2:38]1[O:39][CH2:40][CH2:41][CH2:42]1.[O:26]=[CH:27][N:28]([CH3:29])[CH3:30]>>[C:1]12([CH2:11][NH:12][C:13](=[O:14])[c:15]3[c:16]4[n:17]([cH:18][cH:19][cH:20]3)[n:21][c:22]([CH2:24][O:25][CH2:32][C:33](=[O:34])[O:35][CH2:36][CH3:37])[cH:23]4)[CH2:2][CH:3]3[CH2:4][CH:5]([CH2:6][CH:7]([CH2:8]1)[CH2:9]3)[CH2:10]2. Reactants: C1CCOC1, CS(=O)(=O)Cl, CN(C)c1ccncc1, CCN(C(C)C)C(C)C, O=C1CN(C(c2ccc(Cl)cc2)c2ccc(Cl)cc2)C1, N#CCc1cc(F)cc(F)c1, [Li]CCCC. The product is N#CC(=C1CN(C(c2ccc(Cl)cc2)c2ccc(Cl)cc2)C1)c1cc(F)cc(F)c1. RXN SMILES: [CH2:51]1[O:52][CH2:53][CH2:54][CH2:55]1.[CH3:46][S:47](=[O:48])(=[O:49])[Cl:50].[CH3:56][N:57]([CH3:58])[c:59]1[cH:60][cH:61][n:62][cH:63][cH:64]1.[CH:37]([N:38]([CH2:39][CH3:40])[CH:41]([CH3:42])[CH3:43])([CH3:44])[CH3:45].[Cl:17][c:18]1[cH:19][cH:20][c:21]([CH:24]([N:25]2[CH2:26][C:27](=[O:29])[CH2:28]2)[c:30]2[cH:31][cH:32][c:33]([Cl:36])[cH:34][cH:35]2)[cH:22][cH:23]1.[F:1][c:2]1[cH:3][c:4]([CH2:9][C:10]#[N:11])[cH:5][c:6]([F:8])[cH:7]1.[Li:12][CH2:13][CH2:14][CH2:15][CH3:16]>>[F:1][c:2]1[cH:3][c:4]([C:9]([C:10]#[N:11])=[C:27]2[CH2:26][N:25]([CH:24]([c:21]3[cH:20][cH:19][c:18]([Cl:17])[cH:23][cH:22]3)[c:30]3[cH:31][cH:32][c:33]([Cl:36])[cH:34][cH:35]3)[CH2:28]2)[cH:5][c:6]([F:8])[cH:7]1.